From a dataset of the Open Reaction Database (ORD), a public repository of structured organic reaction records. describe an organic reaction: reactants, conditions, products, and yield Reactants: CCOCC (ether), F\C(\C=O)=C/CCO[Si](C)(C)C(C)(C)C ((Z)-2-fluoro-5-(tert-butyldimethylsilyloxy)-2-pentenal), Cl (hydrochloric acid), aldehyde, C(#C)[Mg]Br (ethynylmagnesium bromide). Solvent: C(C)(=O)OCC.CCCCCC (ethyl acetate hexane), O1CCCC1 (tetrahydrofuran), O1CCCC1 (tetrahydrofuran). Reaction conditions: time 10 hour. Product: [Si](C)(C)(C(C)(C)C)OCCC=C(C(C#C)O)F (7-(tert-butyldimethylsilyloxy)-4-fluoro-3-hydroxy-4-hepten-1-yne). RXN SMILES: [F:1]/[C:2](=[CH:5]\[CH2:6][CH2:7][O:8][Si:9]([C:12]([CH3:15])([CH3:14])[CH3:13])([CH3:11])[CH3:10])/[CH:3]=[O:4].[C:16]([Mg]Br)#[CH:17].CCOCC.Cl>O1CCCC1.C(OCC)(=O)C.CCCCCC>[Si:9]([O:8][CH2:7][CH2:6][CH:5]=[C:2]([F:1])[CH:3]([OH:4])[C:16]#[CH:17])([C:12]([CH3:15])([CH3:14])[CH3:13])([CH3:10])[CH3:11] |f:5.6|. Procedure details: 5.01 Grams of (Z)-2-fluoro-5-(tert-butyldimethylsilyloxy)-2-pentenal was dissolved in 20 ml of dry tetrahydrofuran, and to the resulting solution was added dropwise a tetrahydrofuran solution of ethynylmagnesium bromide (1.5 equivalents vs. the aldehyde) with ice-cooling. After addition, the solution was stirred at room temperature for 10 hours. The reaction solution was cooled with ice, and after adding 50 ml of ether, poured into 10% hydrochloric acid. The ether layer was separated, and the aq... Reactants: O=C(O)/C=C/c1ccccc1, Cc1ccc(CN)cc1. The reagents and catalysts are CN(C)C(=[N+](C)C)ON1C2=CC=CC=C2N=N1.F[P-](F)(F)(F)(F)F (HBTU), CCN(C(C)C)C(C)C (DIPEA), C1=CC=C2C(=C1)N=NN2O (HOBt). Solvent: CN(C)C=O (DMF), CN(C)C=O (DMF), CN(C)C=O (DMF), CN(C)C=O (DMF), CN(C)C=O (DMF), CN(C)C=O (DMF). Conditions: temperature 25 celsius, time 2 hour. Product: Cc1ccc(CNC(=O)/C=C/c2ccccc2)cc1. Isolated yield 92.2%. Reaction SMILES: Cc1ccc(CN)cc1.O=C(O)/C=C/c1ccccc1.CN(C)C(=[N+](C)C)ON1C2=CC=CC=C2N=N1.F[P-](F)(F)(F)(F)F.C1=CC=C2C(=C1)N=NN2O.CCN(C(C)C)C(C)C.CN(C)C=O>>Cc1ccc(CNC(=O)/C=C/c2ccccc2)cc1. Reactants: ice, BrC=1C=C(C(=O)OC)C=C(C1O)NCCCC (Methyl 3-bromo-5-(butylamino)-4-hydroxybenzoate), C([O-])(O)=O.[Na+] (sodium bicarbonate), CC(=O)CC(C)C.O (isobutyl methyl ketone water), ClCC(=O)Cl (chloroacetyl chloride). Run in C(Cl)(Cl)Cl (chloroform). Run at time 1 hour. The product is BrC1=CC(=CC=2N(CCOC21)CCCC)C(=O)OC (Methyl 8-bromo-4-butyl-3,4-dihydro-2H-1,4-benzoxazine-6-carboxylate). As a reaction SMILES: [Br:1][C:2]1[CH:3]=[C:4]([CH:9]=[C:10]([NH:13][CH2:14][CH2:15][CH2:16][CH3:17])[C:11]=1[OH:12])[C:5]([O:7][CH3:8])=[O:6].C(=O)(O)[O-].[Na+].[CH3:23][C:24](CC(C)C)=O.O.ClCC(Cl)=O>C(Cl)(Cl)Cl>[Br:1][C:2]1[C:11]2[O:12][CH2:24][CH2:23][N:13]([CH2:14][CH2:15][CH2:16][CH3:17])[C:10]=2[CH:9]=[C:4]([C:5]([O:7][CH3:8])=[O:6])[CH:3]=1 |f:1.2,3.4|. Reported procedure: To an ice-cold, stirred solution of Methyl 3-bromo-5-(butylamino)-4-hydroxybenzoate (440 mg) and sodium bicarbonate (280 mg) in 1:1 isobutyl methyl ketone/water (10 mL) was added chloroacetyl chloride (226 mg). The mixture was stirred for 1 h, warmed to room temperature, and heated at reflux for 14 h. The mixture was cooled to room temperature, diluted with chloroform, and the layer separated. The organic layer was washed with water, and brine, dried (magnesium sulfate), filtered, and concentrat... Starting materials: C1=CCCC1 (cyclopentene), C(C)(=O)OCCCC=C (4-penten-1-yl acetate). Product: C(C)(=O)OCCCC=CCCCC=C (4,9-decadien-1-yl acetate). Reaction SMILES: [CH:1]1[CH2:5][CH2:4][CH2:3][CH:2]=1.[C:6]([O:9][CH2:10][CH2:11][CH2:12][CH:13]=[CH2:14])(=[O:8])[CH3:7]>>[C:6]([O:9][CH2:10][CH2:11][CH2:12][CH:13]=[CH:14][CH2:1][CH2:5][CH2:4][CH:3]=[CH2:2])(=[O:8])[CH3:7]. Reported procedure: A process according to claim 17 wherein cyclopentene is reacted with 4-penten-1-yl acetate to produce 4,9-decadien-1-yl acetate. The reactants are Pet. ether EtOAc, N1=CC=CC2=CC=CC=C12 (quinoline), [F-].[K+] (KF), C1COCCOCCOCCOCCOCCO1 (18-crown-6), S1C=C(C=C1)C=O (3-Thiophenecarboxaldehyde), FC(S(=O)(=O)OC1=C(C=CC=C1)[Si](C)(C)C)(F)F (2-(trimethylsilyl)phenyl trifluoromethanesulfonate). Solvent: C1CCOC1 (THF). Yields the product S1C=C(C=C1)C1C2=C(N3C(C=CC4=CC=CC=C34)O1)C=CC=C2 (5-(thiophen-3-yl)-5H,6aH-benzo[4,5][1,3]oxazino[3,2-a]quinoline). The yield is 69.0%. Reaction SMILES: [N:1]1[C:10]2[C:5](=[CH:6][CH:7]=[CH:8][CH:9]=2)[CH:4]=[CH:3][CH:2]=1.[S:11]1[CH:15]=[CH:14][C:13]([CH:16]=[O:17])=[CH:12]1.FC(F)(F)S(O[C:24]1[CH:29]=[CH:28][CH:27]=[CH:26][C:25]=1[Si](C)(C)C)(=O)=O.[F-].[K+].C1OCCOCCOCCOCCOCCOC1>C1COCC1>[S:11]1[CH:15]=[CH:14][C:13]([CH:16]2[O:17][CH:2]3[CH:3]=[CH:4][C:5]4[C:10]([N:1]3[C:25]3[CH:26]=[CH:27][CH:28]=[CH:29][C:24]2=3)=[CH:9][CH:8]=[CH:7][CH:6]=4)=[CH:12]1 |f:3.4|. Procedure: Following the general procedure, treatment of quinoline (0.064 g, 59 μL, 0.50 mmol) and 3-Thiophenecarboxaldehyde (0.084 g, 66 μL, 0.75 mmol) with 2-(trimethylsilyl)phenyl trifluoromethanesulfonate (0.179 g, 146 μL, 0.60 mmol) in the presence of KF (0.070 g, 1.2 mmol) and 18-crown-6 (0.317 g, 1.2 mmol) in. THF (2.0 mL) at −10° C. to room temperature for 12 hrs followed by flash column chromatography (Pet. ether/EtOAc=75/25) of the crude reaction mixture afforded 5-(thiophen-3-yl)-5H,6aH-benzo[4,...